From a dataset of the Open Reaction Database (ORD), a public repository of structured organic reaction records. describe an organic reaction: reactants, conditions, products, and yield Reactants: [Cl-].C(C)(=O)NC1=C(OCCC[N+]2=CN(C=C2)CCCOC2=C(C=CC(=C2)N)NC(C)=O)C=C(C=C1)N (1,3-bis [3-(2-acetylamino-5-aminophenoxy)propyl]-3H-imidazol-1-ium chloride), white crystals. Solvent: O (H2O). Yields the product O.Cl.Cl.Cl.Cl.[Cl-].NC1=C(OCCC[N+]2=CN(C=C2)CCCOC2=C(C=CC(=C2)N)N)C=C(C=C1)N (1,3-bis[3-(2,5-diaminophenoxy)propyl]-3H-imidazol-1-ium monochloride tetrahydrochloride monohydrate). RXN SMILES: [Cl-:1].C([NH:5][C:6]1[CH:35]=[CH:34][C:33]([NH2:36])=[CH:32][C:7]=1[O:8][CH2:9][CH2:10][CH2:11][N+:12]1[CH:16]=[CH:15][N:14]([CH2:17][CH2:18][CH2:19][O:20][C:21]2[CH:26]=[C:25]([NH2:27])[CH:24]=[CH:23][C:22]=2[NH:28]C(=O)C)[CH:13]=1)(=[O:4])C>O>[OH2:4].[ClH:1].[ClH:1].[ClH:1].[ClH:1].[Cl-:1].[NH2:5][C:6]1[CH:35]=[CH:34][C:33]([NH2:36])=[CH:32][C:7]=1[O:8][CH2:9][CH2:10][CH2:11][N+:12]1[CH:16]=[CH:15][N:14]([CH2:17][CH2:18][CH2:19][O:20][C:21]2[CH:26]=[C:25]([NH2:27])[CH:24]=[CH:23][C:22]=2[NH2:28])[CH:13]=1 |f:0.1,3.4.5.6.7.8.9|. Procedure details: Starting with 23.5 g (0.0454 mol) of 1,3-bis [3-(2-acetylamino-5-aminophenoxy)propyl]-3H-imidazol-1-ium chloride synthesized above in the previous step, 15.0 g of white crystals melting with decomposition at 210-215° C. (Kofler) were obtained, the 1H NMR of which was in accordance and the elemental analysis of which, calculated for C21H33N6O2Cl5.H2O, was: Starting materials: CO (methanol), [C-]#N.[Na+] (sodium cyanide), C([O-])([O-])=O.[NH4+].[NH4+] (ammonium carbonate), N=1SC=C2C1C=C(C=C2)C=O (2,1-Benzisothiazole-6-carboxaldehyde). The solvent is O (water), C(C)O (ethanol). The product is N=1SC=C2C1C=C(C=C2)C2C(NC(N2)=O)=O (5-(2,1-Benzisothiazol-6-yl)-2,4-imidazolidinedione). Reaction SMILES: [N:1]1[S:2][CH:3]=[C:4]2[CH:9]=[CH:8][C:7]([CH:10]=O)=[CH:6][C:5]=12.[CH3:12][OH:13].[C-]#N.[Na+].[C:17](=[O:20])([O-])[O-].[NH4+:21].[NH4+:22]>C(O)C.O>[N:1]1[S:2][CH:3]=[C:4]2[CH:9]=[CH:8][C:7]([CH:10]3[NH:22][C:12](=[O:13])[NH:21][C:17]3=[O:20])=[CH:6][C:5]=12 |f:2.3,4.5.6|. Procedure details: 18.6 g (0.114 mole) of 10c are stirred analogously to Example 1c in ethanol, methanol and water with 8.4 g (0.171 mole) of sodium cyanide and 43.8 g (0.456 mole) of ammonium carbonate at 60° C. for 16 hours. Starting materials: C(O)([O-])=O.[Na+] (sodium hydrogencarbonate), CC1(CCC(CC1)C1=C(C=CC=C1)N1CCNCC1)C (1-[2-(4,4-dimethylcyclohexyl)phenyl]piperazine), O1C(=CC=C1)C=O (furan-2-carbaldehyde), C(C)(=O)O[BH-](OC(C)=O)OC(C)=O.[Na+] (sodium triacetoxyborohydride). The solvent is C(C)(=O)OCC (ethyl acetate), O1CCCC1 (tetrahydrofuran). Reaction conditions: time 50 minute. The product is CC1(CCC(CC1)C1=C(C=CC=C1)N1CCN(CC1)CC=1OC=CC1)C (1-[2-(4,4-dimethylcyclohexyl)phenyl]-4-furan-2-ylmethylpiperazine). As a reaction SMILES: [CH3:1][C:2]1([CH3:20])[CH2:7][CH2:6][CH:5]([C:8]2[CH:13]=[CH:12][CH:11]=[CH:10][C:9]=2[N:14]2[CH2:19][CH2:18][NH:17][CH2:16][CH2:15]2)[CH2:4][CH2:3]1.[O:21]1[CH:25]=[CH:24][CH:23]=[C:22]1[CH:26]=O.C(O[BH-](OC(=O)C)OC(=O)C)(=O)C.[Na+].C(=O)([O-])O.[Na+]>C(OCC)(=O)C.O1CCCC1>[CH3:1][C:2]1([CH3:20])[CH2:3][CH2:4][CH:5]([C:8]2[CH:13]=[CH:12][CH:11]=[CH:10][C:9]=2[N:14]2[CH2:19][CH2:18][N:17]([CH2:26][C:22]3[O:21][CH:25]=[CH:24][CH:23]=3)[CH2:16][CH2:15]2)[CH2:6][CH2:7]1 |f:2.3,4.5|. Reported procedure: To a mixture of 1-[2-(4,4-dimethylcyclohexyl)phenyl]piperazine (30 mg, 0.11 mmol) produced in Example (3c), furan-2-carbaldehyde (21 mg, 0.22 mmol) and tetrahydrofuran (2 mL) was added sodium triacetoxyborohydride (119 mg, 0.559 mmol), followed by stirring for 1 hour and 50 minutes at room temperature. Saturated aqueous solution of sodium hydrogencarbonate was added to the reaction mixture and extraction was performed with ethyl acetate. The separated organic layer was filtered through Celite. T... As a reaction SMILES: [N:1]([C:4]1[CH:14]=[CH:13][C:7]([C:8]([NH:10][CH2:11][CH3:12])=[O:9])=[CH:6][CH:5]=1)=[N+:2]=[N-:3].[C:15]([CH2:23][C:24]([O:26]CC)=[O:25])(=O)[C:16]1[CH:21]=[CH:20][CH:19]=[CH:18][CH:17]=1.[O-]CC.[Na+].O>C(O)C>[CH2:11]([NH:10][C:8]([C:7]1[CH:6]=[CH:5][C:4]([N:1]2[C:15]([C:16]3[CH:21]=[CH:20][CH:19]=[CH:18][CH:17]=3)=[C:23]([C:24]([OH:26])=[O:25])[N:3]=[N:2]2)=[CH:14][CH:13]=1)=[O:9])[CH3:12] |f:2.3|. Starting materials: O (Water), N(=[N+]=[N-])C1=CC=C(C(=O)NCC)C=C1 (4-Azido-N-ethylbenzamide), C(C1=CC=CC=C1)(=O)CC(=O)OCC (ethyl benzoylacetate), [O-]CC.[Na+] (sodium ethoxide). Procedure details: 4-Azido-N-ethylbenzamide (267 mg, 1.40 mmol) and ethyl benzoylacetate (0.316 ml, 1.75 mmol, 1.25 eq.) were dissolved in ethanol (8 ml), sodium ethoxide (122 mg, 1.75 mmol, 1.25 eq.) was added, and the mixture was stirred at room temperature for 30 min, and then at 60° C. for 13 hr. Water (20 ml) was added to the reaction mixture, ethanol was evaporated, and the residue was diluted with 2% aqueous sodium carbonate solution (20 ml) and washed with ethyl acetate-hexane (3:1, 40 ml). The organic lay... Solvent: C(C)O (ethanol), C(C)O (ethanol). Product: C(C)NC(=O)C1=CC=C(C=C1)N1N=NC(=C1C1=CC=CC=C1)C(=O)O (1-{4-[(ethylamino)carbonyl]phenyl}-5-phenyl-1H-1,2,3-triazole-4-carboxylic acid). Run at time 30 minute. The yield is 98.6%. The reactants are BrCCC1=CC=CC=C1 ((2-bromoethyl)benzene), CO (methanol). Conditions: temperature 149 celsius, time 2 hour. Yields the product COCCC1=CC=CC=C1 ((2-methoxyethyl)benzene). RXN SMILES: Br[CH2:2][CH2:3][C:4]1[CH:9]=[CH:8][CH:7]=[CH:6][CH:5]=1.[CH3:10][OH:11]>>[CH3:10][O:11][CH2:2][CH2:3][C:4]1[CH:9]=[CH:8][CH:7]=[CH:6][CH:5]=1. Reported procedure: A mixture of (2-bromoethyl)benzene (2.0 g) and methanol (60 mL) in a PEEK vessel equipped with a magnetic stirrer bar was placed into the reactor, and the cover sealed. The mixture was stirred and heated to 149° C. (1.08 MPa) within 10 min and held at this temperature for 2 hours. Samples were withdrawn periodically and analysed. The mixture was then cooled. After 1 hour the conversion to (2-methoxyethyl)benzene was 50% increasing to 80% after 2 hours. GC/MS: m/z (rel.int. %) 136(M +, 13), 104(8... The reactants are LiAl(OMe)3H, CC1C2CC(C(C=CC=C(CC3=CC(=C(C(=C3)OC)Cl)N(C(=O)CC(C4(C1O4)C)OC(=O)CC(C)C)C)C)OC)(NC(=O)O2)O (ansamitocins), CC1C2CC(C(C=CC=C(CC3=CC(=C(C(=C3)OC)Cl)N(C(=O)CC(C4(C1O4)C)OC(=O)CC(C)C)C)C)OC)(NC(=O)O2)O (Ansamitocins), [Al] (aluminum), LiAl(OMe)3H, Cl (HCl), Cl (HCl). Run in O1CCCC1 (tetrahydrofuran), O1CCCC1 (Tetrahydrofuran), O (water), O (water), C(C)(=O)OCC (ethyl acetate). Reaction conditions: temperature -42 celsius, time 10 minute. Yields the product CC1C2CC(C(/C=C/C=C(/CC3=CC(=C(C(=C3)OC)Cl)N(C(=O)CC(C4(C1O4)C)O)C)\C)OC)(NC(=O)O2)O (maytansinol). Yield: 66.0%. As a reaction SMILES: [CH3:1][CH:2]1[CH:27]2[O:28][C:26]2([CH3:29])[CH:25]([O:30]C(CC(C)C)=O)[CH2:24][C:22](=[O:23])[N:21]([CH3:37])[C:14]2=[C:15]([Cl:20])[C:16]([O:18][CH3:19])=[CH:17][C:12](=[CH:13]2)[CH2:11][C:10]([CH3:38])=[CH:9][CH:8]=[CH:7][CH:6]([O:39][CH3:40])[C:5]2([OH:45])[NH:41][C:42]([O:44][CH:3]1[CH2:4]2)=[O:43].Cl.[Al]>C(OCC)(=O)C.O.O1CCCC1>[CH3:1][CH:2]1[CH:27]2[O:28][C:26]2([CH3:29])[CH:25]([OH:30])[CH2:24][C:22](=[O:23])[N:21]([CH3:37])[C:14]2=[C:15]([Cl:20])[C:16]([O:18][CH3:19])=[CH:17][C:12](=[CH:13]2)[CH2:11][C:10]([CH3:38])=[CH:9][CH:8]=[CH:7][CH:6]([O:39][CH3:40])[C:5]2([OH:45])[NH:41][C:42]([O:44][CH:3]1[CH2:4]2)=[O:43]. Procedure: This example describes reduction of ansamitocins with LiAl(OMe)3H using water followed by aqueous HCl. Ansamitocins (200 mg, 0.32 mmol) were weighed into a 25 mL round bottomed flask. Tetrahydrofuran (1.0 mL) was added to the flask with stirring, and the flask was cooled in a −42° C. cooling bath. After 10 min, a solution of 0.67 M LiAl(OMe)3H in tetrahydrofuran (3.8 mL, 2.52 mmol) was added dropwise by syringe. The bath temperature was maintained between −34° C. and −42° C. throughout the addit... The reactants are O=C([O-])[O-], CN(C)C=O, ClCc1csc(-c2ccccc2)n1, [K+], [K+], O, COC(=O)CCC(=NOCc1ccc(O)cc1)c1ccccc1. Yields the product COC(=O)CCC(=NOCc1ccc(OCc2csc(-c3ccccc3)n2)cc1)c1ccccc1. As a reaction SMILES: [C:37](=[O:38])([O-:39])[O-:40].[CH3:43][N:44]([CH3:45])[CH:46]=[O:47].[Cl:1][CH2:2][c:3]1[n:4][c:5](-[c:8]2[cH:9][cH:10][cH:11][cH:12][cH:13]2)[s:6][cH:7]1.[K+:41].[K+:42].[OH2:48].[OH:14][c:15]1[cH:16][cH:17][c:18]([CH2:19][O:20][N:21]=[C:22]([CH2:23][CH2:24][C:25](=[O:26])[O:27][CH3:28])[c:29]2[cH:30][cH:31][cH:32][cH:33][cH:34]2)[cH:35][cH:36]1>>[CH2:2]([c:3]1[n:4][c:5](-[c:8]2[cH:9][cH:10][cH:11][cH:12][cH:13]2)[s:6][cH:7]1)[O:14][c:15]1[cH:16][cH:17][c:18]([CH2:19][O:20][N:21]=[C:22]([CH2:23][CH2:24][C:25](=[O:26])[O:27][CH3:28])[c:29]2[cH:30][cH:31][cH:32][cH:33][cH:34]2)[cH:35][cH:36]1.